This data is from the Open Reaction Database (ORD), a public repository of structured organic reaction records. The task is: describe an organic reaction: reactants, conditions, products, and yield Starting materials: C1(=CC=CC=C1)[C@@H](CC)NC(=O)C=1C=C(N2C1COCC2)C(=O)N2[C@H](CCC2)C (6-((S)-2-methyl-pyrrolidine-1-carbonyl)-3,4-dihydro-1H-pyrrolo[2,1-c][1,4]oxazine-8-carboxylic acid ((R)-1-phenyl-propyl)-amide), 16a, ClN1C(CCC1=O)=O (N-chloro-succinimide). Product: C1(=CC=CC=C1)[C@@H](CC)NC(=O)C=1C(=C(N2C1COCC2)C(=O)N2[C@H](CCC2)C)Cl (7-Chloro-6-((S)-2-methyl-pyrrolidine-1-carbonyl)-3,4-dihydro-1H-pyrrolo[2,1-c][1,4]oxazine-8-carboxylic acid ((R)-1-phenyl-propyl)-amide). RXN SMILES: [C:1]1([C@H:7]([NH:10][C:11]([C:13]2[CH:14]=[C:15]([C:22]([N:24]3[CH2:28][CH2:27][CH2:26][C@@H:25]3[CH3:29])=[O:23])[N:16]3[CH2:21][CH2:20][O:19][CH2:18][C:17]=23)=[O:12])[CH2:8][CH3:9])[CH:6]=[CH:5][CH:4]=[CH:3][CH:2]=1.[Cl:30]N1C(=O)CCC1=O>>[C:1]1([C@H:7]([NH:10][C:11]([C:13]2[C:14]([Cl:30])=[C:15]([C:22]([N:24]3[CH2:28][CH2:27][CH2:26][C@@H:25]3[CH3:29])=[O:23])[N:16]3[CH2:21][CH2:20][O:19][CH2:18][C:17]=23)=[O:12])[CH2:8][CH3:9])[CH:2]=[CH:3][CH:4]=[CH:5][CH:6]=1. Procedure: The compound was prepared from 6-((S)-2-methyl-pyrrolidine-1-carbonyl)-3,4-dihydro-1H-pyrrolo[2,1-c][1,4]oxazine-8-carboxylic acid ((R)-1-phenyl-propyl)-amide (Comp. No. 16a) and N-chloro-succinimide in analogy to the synthesis of comp. no. 16ru. LC/MS (method 3): Rt=1.86 min; m/z=430.22 (M+H+). Reactants: N1[C@@H](C(=O)O)CCC1 (D-proline), N1C=NC=C1 (1H-Imidazole), N1[C@@H](C(=O)O)CCC1 (D-proline), C([O-])([O-])=O.[K+].[K+] (potassium carbonate), C(C1=CC=CC=C1)OC1=C(C(=O)OC)C=CC(=C1)I (methyl 2-(benzyloxy)-4-iodobenzoate). The reagents and catalysts are [Cu]I (copper(I) iodide), [Cu]I (copper(I) iodide). Run in C(C)(=O)OCC (ethyl acetate), O (water), CS(=O)C (dimethyl sulfoxide), CS(=O)C (dimethyl sulfoxide). Reaction conditions: temperature 90 celsius, time 1 hour. Product: C(C1=CC=CC=C1)OC1=C(C(=O)OC)C=CC(=C1)N1C=NC=C1 (methyl 2-(benzyloxy)-4-(1H-imidazol-1-yl)benzoate). The yield is 77.6%. RXN SMILES: [NH:1]1[CH:5]=[CH:4][N:3]=[CH:2]1.N1CCC[C@@H]1C(O)=O.C(=O)([O-])[O-].[K+].[K+].[CH2:20]([O:27][C:28]1[CH:37]=[C:36](I)[CH:35]=[CH:34][C:29]=1[C:30]([O:32][CH3:33])=[O:31])[C:21]1[CH:26]=[CH:25][CH:24]=[CH:23][CH:22]=1>[Cu]I.C(OCC)(=O)C.O.CS(C)=O>[CH2:20]([O:27][C:28]1[CH:37]=[C:36]([N:1]2[CH:5]=[CH:4][N:3]=[CH:2]2)[CH:35]=[CH:34][C:29]=1[C:30]([O:32][CH3:33])=[O:31])[C:21]1[CH:22]=[CH:23][CH:24]=[CH:25][CH:26]=1 |f:2.3.4|. Reported procedure: 1H-Imidazole (0.044 g), D-proline (0.013 g), potassium carbonate (0.15 g), and copper(I) iodide (0.010 g) were added to a dimethyl sulfoxide (1 mL) solution of methyl 2-(benzyloxy)-4-iodobenzoate (0.20 g), followed by stirring under a nitrogen atmosphere at 90° C. for 1 hour. The reaction mixture was cooled to room temperature, and then dimethyl sulfoxide (0.5 mL), D-proline (0.013 g), and copper(I) iodide (0.010 g) were added thereto, followed by stirring under a nitrogen atmosphere at 90° C. f... Reactants: solution, Cl (hydrochloric acid), FC(C1=CC=C(C=C1)C=1SC(=C(N1)CN1CCC(CC1)C(F)(F)F)[C@@H](CC)OC([C@@H](C1=CC=CC=C1)OC)=O)(F)F ((R)-methoxy-phenyl-acetic acid (R)-1-[2-(4-trifluoromethyl-phenyl)-4-(4-trifluoromethyl-piperidin-1-ylmethyl)-thiazol-5-yl]-propyl ester), molar solution, [OH-].[Na+] (sodium hydroxide). The solvent is O (water), O (water), C(C)O (ethanol), O1CCCC1 (tetrahydrofuran). Reaction conditions: temperature 0 celsius, time 15 minute. Yields the product FC(C1=CC=C(C=C1)C=1SC(=C(N1)CN1CCC(CC1)C(F)(F)F)[C@@H](CC)O)(F)F ((R)-1-[2-(4-trifluoromethyl-phenyl)-4-(4-trifluoromethyl-piperidin-1-ylmethyl)-thiazol-5-yl]-propan-1-ol). Yield: 53.5%. RXN SMILES: [F:1][C:2]([F:41])([F:40])[C:3]1[CH:8]=[CH:7][C:6]([C:9]2[S:10][C:11]([C@H:25]([O:28]C(=O)[C@H](OC)C3C=CC=CC=3)[CH2:26][CH3:27])=[C:12]([CH2:14][N:15]3[CH2:20][CH2:19][CH:18]([C:21]([F:24])([F:23])[F:22])[CH2:17][CH2:16]3)[N:13]=2)=[CH:5][CH:4]=1.[OH-].[Na+].Cl>O1CCCC1.C(O)C.O>[F:41][C:2]([F:1])([F:40])[C:3]1[CH:8]=[CH:7][C:6]([C:9]2[S:10][C:11]([C@H:25]([OH:28])[CH2:26][CH3:27])=[C:12]([CH2:14][N:15]3[CH2:20][CH2:19][CH:18]([C:21]([F:23])([F:22])[F:24])[CH2:17][CH2:16]3)[N:13]=2)=[CH:5][CH:4]=1 |f:1.2|. Reported procedure: To a solution of 0.67 g of (R)-methoxy-phenyl-acetic acid (R)-1-[2-(4-trifluoromethyl-phenyl)-4-(4-trifluoromethyl-piperidin-1-ylmethyl)-thiazol-5-yl]-propyl ester in 2.5 mL of tetrahydrofuran and 2.5 mL of ethanol at 0° C. was dropwise added 3.5 mL of a molar solution of sodium hydroxide in 2.7 mL of water. The resulting mixture was stirred at 0° C. for 15 minutes then 0.6 mL of a 5N solution of hydrochloric acid in 2.7 mL of water was added. After removal of the organic solvents under vacuum, ... The reactants are ClC(C(=O)O)COCC1=CC=CC=C1 (2-chloro-3-benzyloxypropionic acid), [OH-].[Na+] (sodium hydroxide). Run in O (water). Reaction conditions: time 15 minute. Yields the product ClC(C(=O)[O-])COCC1=CC=CC=C1.[Na+] (Sodium 2-chloro-3-benzyloxypropionate). Reaction SMILES: [Cl:1][CH:2]([CH2:6][O:7][CH2:8][C:9]1[CH:14]=[CH:13][CH:12]=[CH:11][CH:10]=1)[C:3]([OH:5])=[O:4].[OH-].[Na+:16]>O>[Cl:1][CH:2]([CH2:6][O:7][CH2:8][C:9]1[CH:14]=[CH:13][CH:12]=[CH:11][CH:10]=1)[C:3]([O-:5])=[O:4].[Na+:16] |f:1.2,4.5|. Procedure details: 85 g of 2-chloro-3-benzyloxypropionic acid (0.396 mol) were suspended in 550 ml of water and neutralized to pH 7 with 10% sodium hydroxide. After stirring for 15 min, the resulting aqueous solution was washed with ethyl ether and evaporated to dryness under vacuum to give the desired compound. The reactants are ClCCl, CC(C)(C)OC(=O)NC(C(=O)NC1C(=O)Nc2ccccc2OC1c1ccccc1)c1ccc(F)cc1, O=C(O)C(F)(F)F. The product is NC(C(=O)NC1C(=O)Nc2ccccc2OC1c1ccccc1)c1ccc(F)cc1. RXN SMILES: [Cl:45][CH2:46][Cl:47].[F:1][c:2]1[cH:3][cH:4][c:5]([CH:8]([C:9]([NH:10][CH:11]2[CH:12]([c:23]3[cH:24][cH:25][cH:26][cH:27][cH:28]3)[O:13][c:14]3[c:15]([cH:19][cH:20][cH:21][cH:22]3)[NH:16][C:17]2=[O:18])=[O:29])[NH:30][C:31](=[O:32])[O:33][C:34]([CH3:35])([CH3:36])[CH3:37])[cH:6][cH:7]1.[OH:38][C:39]([C:40]([F:41])([F:42])[F:43])=[O:44]>>[F:1][c:2]1[cH:3][cH:4][c:5]([CH:8]([C:9]([NH:10][CH:11]2[CH:12]([c:23]3[cH:24][cH:25][cH:26][cH:27][cH:28]3)[O:13][c:14]3[c:15]([cH:19][cH:20][cH:21][cH:22]3)[NH:16][C:17]2=[O:18])=[O:29])[NH2:30])[cH:6][cH:7]1. The reactants are 3A, 3B, C(C1=CC=CC=C1)OC(=O)N1[C@@H](CCC1=O)C(=O)N([C@@H](CC1=CNC=N1)C(=O)O)C (benzyloxycarbonyl-L-pyroglutamyl-Nα -methyl-L-histidine), C[C@@H]1[C@H](NCC1)C(=O)N (trans-3-methyl-L-prolineamide). The solvent is CN(C=O)C (dimethylformamide). Product: N1[C@@H](CCC1=O)C(=O)N([C@@H](CC1=CNC=N1)C(=O)N1[C@H](C(=O)N)[C@H](CC1)C)C (L-Pyroglutamyl-Nα -methyl-L-histidyl-trans-3-methyl-L-prolineamide). The yield is 46.1%. RXN SMILES: C(OC([N:11]1[C:15](=[O:16])[CH2:14][CH2:13][C@H:12]1[C:17]([N:19]([CH3:30])[C@H:20]([C:27]([OH:29])=O)[CH2:21][C:22]1[N:26]=[CH:25][NH:24][CH:23]=1)=[O:18])=O)C1C=CC=CC=1.[CH3:31][C@H:32]1[CH2:36][CH2:35][NH:34][C@@H:33]1[C:37]([NH2:39])=[O:38]>CN(C)C=O>[NH:11]1[C:15](=[O:16])[CH2:14][CH2:13][C@H:12]1[C:17]([N:19]([CH3:30])[C@H:20]([C:27]([N:34]1[CH2:35][CH2:36][C@H:32]([CH3:31])[C@H:33]1[C:37]([NH2:39])=[O:38])=[O:29])[CH2:21][C:22]1[N:26]=[CH:25][NH:24][CH:23]=1)=[O:18]. Procedure: This was prepared from benzyloxycarbonyl-L-pyroglutamyl-Nα -methyl-L-histidine (207 mg) and trans-3-methyl-L-prolineamide (77 mg) by the method of Example 2(vi) to yield a white hydroscopic solid (90 mg) RF 3A m.p. 135°-140° RF 3B 0.60 (Found C, 55.0; H, 7.0; N, 21.2; C18H23N6O4 requires C, 55.4; H, 6.7; N, 21.5%) [α]D22 - 23.9° (c = 1, dimethylformamide). Reactants: [BH4-], O=C(Cc1cccc(F)c1[N+](=O)[O-])NC1CCN(Cc2ccccc2)CC1, C[Si](C)(C)Cl, Cl, [Li+], [Na+], C1CCOC1, [OH-], O. Product: O=[N+]([O-])c1c(F)cccc1CCNC1CCN(Cc2ccccc2)CC1. As a reaction SMILES: [BH4-:33].[CH2:1]([c:2]1[cH:3][cH:4][cH:5][cH:6][cH:7]1)[N:8]1[CH2:9][CH2:10][CH:11]([NH:14][C:15]([CH2:16][c:17]2[c:18]([N+:24](=[O:25])[O-:26])[c:19]([F:23])[cH:20][cH:21][cH:22]2)=[O:27])[CH2:12][CH2:13]1.[Cl:28][Si:29]([CH3:30])([CH3:31])[CH3:32].[ClH:36].[Li+:34].[Na+:38].[O:39]1[CH2:40][CH2:41][CH2:42][CH2:43]1.[OH-:37].[OH2:35]>>[CH2:1]([c:2]1[cH:3][cH:4][cH:5][cH:6][cH:7]1)[N:8]1[CH2:9][CH2:10][CH:11]([NH:14][CH2:15][CH2:16][c:17]2[c:18]([N+:24](=[O:25])[O-:26])[c:19]([F:23])[cH:20][cH:21][cH:22]2)[CH2:12][CH2:13]1.